This data is from the Open Reaction Database (ORD), a public repository of structured organic reaction records. The task is: describe an organic reaction: reactants, conditions, products, and yield The reactants are C(C)(C)(C)C1=C(C(=C2C=C(C(C2=C1)[Si](C)(C)Cl)C)C1=CC(=CC(=C1)C(C)(C)C)C(C)(C)C)OC ([6-tert-butyl-4-(3,5-di-tert-butylphenyl)-5-methoxy-2-methyl-1H-inden-1-yl](chloro)dimethyl-silane), C(C)(C)(C)C1=CC=C(C=C1)C=1C=CC=C2C=C(CC12)C (7-(4-tert-butylphenyl)-2-methyl-1H-indene), [Li]CCCC (nBuLi), C(#N)[Cu] (CuCN). Solvent: CCOCC (ether), O (water), hexanes, CCOCC (ether). Reaction conditions: time 8 hour. Yields the product C(C)(C)(C)C1=C(C(=C2C=C(C(C2=C1)[Si](C)(C)C1C(=CC2=C(C=CC=C12)C1=CC=C(C=C1)C(C)(C)C)C)C)C1=CC(=CC(=C1)C(C)(C)C)C(C)(C)C)OC ([6-tert-Butyl-4-(3,5-di-tert-butylphenyl)-5-methoxy-2-methyl-1H-inden-1-yl][4-(4-tert-butylphenyl)-2-methyl-1H-inden-1-yl]dimethylsilane). The yield is 80.0%. RXN SMILES: [C:1]([C:5]1[CH:10]=[CH:9][C:8]([C:11]2[CH:12]=[CH:13][CH:14]=[C:15]3[C:19]=2[CH2:18][C:17]([CH3:20])=[CH:16]3)=[CH:7][CH:6]=1)([CH3:4])([CH3:3])[CH3:2].[Li]CCCC.C([Cu])#N.[C:29]([C:33]1[CH:41]=[C:40]2[C:36]([CH:37]=[C:38]([CH3:46])[CH:39]2[Si:42](Cl)([CH3:44])[CH3:43])=[C:35]([C:47]2[CH:52]=[C:51]([C:53]([CH3:56])([CH3:55])[CH3:54])[CH:50]=[C:49]([C:57]([CH3:60])([CH3:59])[CH3:58])[CH:48]=2)[C:34]=1[O:61][CH3:62])([CH3:32])([CH3:31])[CH3:30]>CCOCC.O>[C:29]([C:33]1[CH:41]=[C:40]2[C:36]([CH:37]=[C:38]([CH3:46])[CH:39]2[Si:42]([CH:16]2[C:15]3[C:19](=[C:11]([C:8]4[CH:9]=[CH:10][C:5]([C:1]([CH3:4])([CH3:2])[CH3:3])=[CH:6][CH:7]=4)[CH:12]=[CH:13][CH:14]=3)[CH:18]=[C:17]2[CH3:20])([CH3:44])[CH3:43])=[C:35]([C:47]2[CH:48]=[C:49]([C:57]([CH3:60])([CH3:59])[CH3:58])[CH:50]=[C:51]([C:53]([CH3:56])([CH3:55])[CH3:54])[CH:52]=2)[C:34]=1[O:61][CH3:62])([CH3:31])([CH3:30])[CH3:32]. Procedure details: To a solution of 5.54 g (21.1 mmol) of 7-(4-tert-butylphenyl)-2-methyl-1H-indene in 150 ml of ether 8.50 ml (21.3 mmol) of 2.5 M nBuLi in hexanes was added in one portion at −40° C. This mixture was stirred overnight at room temperature, then cooled to −40° C., and 190 mg of CuCN was added. The resulting mixture was stirred for 1 h at −20° C., then cooled to −40° C., and a solution of 10.5 g (21.1 mmol) of [6-tert-butyl-4-(3,5-di-tert-butylphenyl)-5-methoxy-2-methyl-1H-inden-1-yl](chloro)dimethy... RXN SMILES: [CH3:32][N:33]1[CH2:34][CH2:35][CH2:36][C:37]1=[O:38].[CH:17](=[CH2:18])[Sn:19]([CH2:20][CH2:21][CH2:22][CH3:23])([CH2:24][CH2:25][CH2:26][CH3:27])[CH2:28][CH2:29][CH2:30][CH3:31].[I:1][c:2]1[cH:3][cH:4][c:5]2[c:6]([c:7]([CH2:10][CH2:11][NH:12][C:13]([CH3:14])=[O:15])[cH:8][o:9]2)[cH:16]1.[cH:39]1[cH:40][cH:41][c:42]([P:43]([Pd:44]([P:45]([c:46]2[cH:47][cH:48][cH:49][cH:50][cH:51]2)([c:52]2[cH:53][cH:54][cH:55][cH:56][cH:57]2)[c:58]2[cH:59][cH:60][cH:61][cH:62][cH:63]2)([P:64]([c:65]2[cH:66][cH:67][cH:68][cH:69][cH:70]2)([c:71]2[cH:72][cH:73][cH:74][cH:75][cH:76]2)[c:77]2[cH:78][cH:79][cH:80][cH:81][cH:82]2)[P:83]([c:84]2[cH:85][cH:86][cH:87][cH:88][cH:89]2)([c:90]2[cH:91][cH:92][cH:93][cH:94][cH:95]2)[c:96]2[cH:97][cH:98][cH:99][cH:100][cH:101]2)([c:102]2[cH:103][cH:104][cH:105][cH:106][cH:107]2)[c:108]2[cH:109][cH:110][cH:111][cH:112][cH:113]2)[cH:114][cH:115]1>>[c:2]1([CH:17]=[CH2:18])[cH:3][cH:4][c:5]2[c:6]([c:7]([CH2:10][CH2:11][NH:12][C:13]([CH3:14])=[O:15])[cH:8][o:9]2)[cH:16]1. Reactants: CN1CCCC1=O, C=C[Sn](CCCC)(CCCC)CCCC, CC(=O)NCCc1coc2ccc(I)cc12, c1ccc(P(c2ccccc2)(c2ccccc2)[Pd](P(c2ccccc2)(c2ccccc2)c2ccccc2)(P(c2ccccc2)(c2ccccc2)c2ccccc2)P(c2ccccc2)(c2ccccc2)c2ccccc2)cc1. Yields the product C=Cc1ccc2occ(CCNC(C)=O)c2c1. Starting materials: 2b, N1(CCC1)C1=CC=C(C=N1)S(=O)(=O)N1C[C@]2(CC3=C(C=C2CC1)N(N=C3)C3=CC=C(C=C3)F)CO ([(R)-6-(6-azetidin-1-yl-pyridine-3-sulfonyl)-1-(4-fluorophenyl)-1,4,5,6,7,8-hexahydro-1,2,6-triazacyclopenta[b]naphthal-en-4a-yl]methanol), ClCC=1OC=CN1 (2-chloromethyloxazole). Product: N1(CCC1)C1=CC=C(C=N1)S(=O)(=O)N1C[C@]2(CC3=C(C=C2CC1)N(N=C3)C3=CC=C(C=C3)F)COCC=3OC=CN3 ((R)-6-(6-Azetidin-1-yl-pyridine-3-sulfonyl)-1-(4-fluorophenyl)-4a-(oxazol-2-ylmethoxymethyl)-4,4a,5,6,7,8-hexahydro-1H-1,2,6-triazacyclopenta[b]naphthalene). RXN SMILES: [N:1]1([C:5]2[N:10]=[CH:9][C:8]([S:11]([N:14]3[CH2:23][CH2:22][C:21]4[C@:16]([CH2:34][OH:35])([CH2:17][C:18]5[CH:26]=[N:25][N:24]([C:27]6[CH:32]=[CH:31][C:30]([F:33])=[CH:29][CH:28]=6)[C:19]=5[CH:20]=4)[CH2:15]3)(=[O:13])=[O:12])=[CH:7][CH:6]=2)[CH2:4][CH2:3][CH2:2]1.Cl[CH2:37][C:38]1[O:39][CH:40]=[CH:41][N:42]=1>>[N:1]1([C:5]2[N:10]=[CH:9][C:8]([S:11]([N:14]3[CH2:23][CH2:22][C:21]4[C@:16]([CH2:34][O:35][CH2:37][C:38]5[O:39][CH:40]=[CH:41][N:42]=5)([CH2:17][C:18]5[CH:26]=[N:25][N:24]([C:27]6[CH:28]=[CH:29][C:30]([F:33])=[CH:31][CH:32]=6)[C:19]=5[CH:20]=4)[CH2:15]3)(=[O:13])=[O:12])=[CH:7][CH:6]=2)[CH2:2][CH2:3][CH2:4]1. Procedure: The title compound was prepared by the method of Preparation 2b using [(R)-6-(6-azetidin-1-yl-pyridine-3-sulfonyl)-1-(4-fluorophenyl)-1,4,5,6,7,8-hexahydro-1,2,6-triazacyclopenta[b]naphthal-en-4a-yl]methanol and 2-chloromethyloxazole. LCMS (Method C): 577 (M+H)+, Retention time 10.2 minutes.